Dataset: the Open Reaction Database (ORD), a public repository of structured organic reaction records. Task: describe an organic reaction: reactants, conditions, products, and yield The reactants are C(C)(C)(C)OC(N(C)C1=CC=C2C=CN(C2=C1)CC1=CC(=CC(=C1)F)F)=O ([1-(3,5-difluoro-benzyl)-1H-indol-6-yl]-methyl-carbamic acid tert-butyl ester), C(O)([O-])=O.[Na+] (sodium hydrogencarbonate), —Sulfuryl chloride, BrC1=C(C=CC=C1)S (2-bromobenzenethiol). Solvent: C(C)OCC (diethyl ether), ClCCl (dichloromethane). Conditions: time 15 minute. Yields the product C(C)(C)(C)OC(N(C)C1=CC=C2C(=CN(C2=C1)CC1=CC(=CC(=C1)F)F)SC1=C(C=CC=C1)Br)=O ([3-(2-bromo-phenylsulfanyl)-1-(3,5-difluoro-benzyl)-1H-indol-6-yl]-methyl-carbamic acid tert-butyl ester). The yield is 80.7%. RXN SMILES: [Br:1][C:2]1[CH:7]=[CH:6][CH:5]=[CH:4][C:3]=1[SH:8].[C:9]([O:13][C:14](=[O:35])[N:15]([C:17]1[CH:25]=[C:24]2[C:20]([CH:21]=[CH:22][N:23]2[CH2:26][C:27]2[CH:32]=[C:31]([F:33])[CH:30]=[C:29]([F:34])[CH:28]=2)=[CH:19][CH:18]=1)[CH3:16])([CH3:12])([CH3:11])[CH3:10].C(=O)([O-])O.[Na+]>ClCCl.C(OCC)C>[C:9]([O:13][C:14](=[O:35])[N:15]([C:17]1[CH:25]=[C:24]2[C:20]([C:21]([S:8][C:3]3[CH:4]=[CH:5][CH:6]=[CH:7][C:2]=3[Br:1])=[CH:22][N:23]2[CH2:26][C:27]2[CH:32]=[C:31]([F:33])[CH:30]=[C:29]([F:34])[CH:28]=2)=[CH:19][CH:18]=1)[CH3:16])([CH3:12])([CH3:10])[CH3:11] |f:2.3|. Procedure details: —Sulfuryl chloride (1.08 ml, 13.4 mmol) was added to a solution of 2-bromobenzenethiol (1.27 g, 6.69 mmol) in dichloromethane (45 ml). The reaction mixture was stirred at room temperature for 15 min. and concentrated under reduced pressure. The resulting material was dissolved in diethyl ether and added dropwise to a solution of [1-(3,5-difluoro-benzyl)-1H-indol-6-yl]-methyl-carbamic acid tert-butyl ester (Example 6, method 1, step i; 2.50 g, 6.71 mmol) in diethyl ether (45 ml). The reaction mix... Reactants: [O-]Cl, Cl, [Na+], CN(C)C=O, O=C(O)c1ccc(S(=O)c2ccccc2)cc1. Product: O=C(O)c1ccc(S(=O)(=O)c2ccccc2)cc1. RXN SMILES: [Cl:1][O-:2].[ClH:21].[Na+:3].[O:22]=[CH:23][N:24]([CH3:25])[CH3:26].[c:4]1([S:10](=[O:11])[c:12]2[cH:13][cH:14][c:15]([C:16](=[O:17])[OH:18])[cH:19][cH:20]2)[cH:5][cH:6][cH:7][cH:8][cH:9]1>>[O:2]=[S:10]([c:4]1[cH:5][cH:6][cH:7][cH:8][cH:9]1)(=[O:11])[c:12]1[cH:13][cH:14][c:15]([C:16](=[O:17])[OH:18])[cH:19][cH:20]1. The reactants are CN(C)C=O, O=Cc1ccccc1C(=O)O, CCOC(=O)C(C)=P(c1ccccc1)(c1ccccc1)c1ccccc1. Product: CCOC(=O)C(C)=Cc1ccccc1C(=O)O. Reaction SMILES: [CH3:38][N:39]([CH3:40])[CH:41]=[O:42].[CH:1](=[O:2])[c:3]1[cH:4][cH:5][cH:6][cH:7][c:8]1[C:9]([OH:10])=[O:11].[c:12]1([P:13]([c:14]2[cH:15][cH:16][cH:17][cH:18][cH:26]2)(=[C:19]([C:20](=[O:21])[O:22][CH2:23][CH3:24])[CH3:25])[c:27]2[cH:28][cH:29][cH:30][cH:31][cH:32]2)[cH:33][cH:34][cH:35][cH:36][cH:37]1>>[CH:1]([c:3]1[cH:4][cH:5][cH:6][cH:7][c:8]1[C:9]([OH:10])=[O:11])=[C:19]([C:20](=[O:21])[O:22][CH2:23][CH3:24])[CH3:25]. The reactants are NC1=C(C2=C(N(C(CCC2)=O)CCOC)C=C1)OC (7-Amino-6-methoxy-1-(2-methoxy-ethyl)-1,3,4,5-tetrahydro-benzo[b]azepin-2-one), ClC1=NC=C(C(=N1)NC1=C(C(=O)NC)C=CC=C1)Cl (2-(2,5-Dichloro-pyrimidin-4-ylamino)-N-methyl-benzamide), desired product 12X. Product: ClC=1C(=NC(=NC1)NC1=C(C2=C(N(C(CCC2)=O)CCOC)C=C1)OC)NC1=C(C(=O)NC)C=CC=C1 (2-{5-Chloro-2-[6-methoxy-1-(2-methoxy-ethyl)-2-oxo-2,3,4,5-tetrahydro-1H-benzo[b]azepin-7-ylamino]-pyrimidin-4-ylamino}-N-methyl-benzamide). RXN SMILES: [NH2:1][C:2]1[CH:17]=[CH:16][C:5]2[N:6]([CH2:12][CH2:13][O:14][CH3:15])[C:7](=[O:11])[CH2:8][CH2:9][CH2:10][C:4]=2[C:3]=1[O:18][CH3:19].Cl[C:21]1[N:26]=[C:25]([NH:27][C:28]2[CH:37]=[CH:36][CH:35]=[CH:34][C:29]=2[C:30]([NH:32][CH3:33])=[O:31])[C:24]([Cl:38])=[CH:23][N:22]=1>>[Cl:38][C:24]1[C:25]([NH:27][C:28]2[CH:37]=[CH:36][CH:35]=[CH:34][C:29]=2[C:30]([NH:32][CH3:33])=[O:31])=[N:26][C:21]([NH:1][C:2]2[CH:17]=[CH:16][C:5]3[N:6]([CH2:12][CH2:13][O:14][CH3:15])[C:7](=[O:11])[CH2:8][CH2:9][CH2:10][C:4]=3[C:3]=2[O:18][CH3:19])=[N:22][CH:23]=1. Procedure: Analogous to procedure Example 101b, 7-Amino-6-methoxy-1-(2-methoxy-ethyl)-1,3,4,5-tetrahydro-benzo[b]azepin-2-one (50 mg, 0.190 mmol) and 2-(2,5-Dichloro-pyrimidin-4-ylamino)-N-methyl-benzamide (55 mg, 0.185 mmol) were converted to the desired product 12X (26 mg, 27%), purified by ISCO chromatography. 1H-NMR (CDCl3) δ 11.09 (s, 1H), 8.65 (d, J=8.3 Hz, 1H), 8.27 (d, J=8.8 Hz, 1H), 8.14 (s, 1H), 7.50 (m, 2H), 7.42 (s, 1H), 712 (t, J=7.5 Hz, 1H), 7.04 (d, J=8.8 Hz, 1H), 6.21 (br s, 1H), 3.80 (s, 3... Reactants: CCCCCCCCCCCCC(=O)Oc1ccc(C(=O)O)cc1, Oc1ccc(OCc2ccccc2)cc1, C(=NC1CCCCC1)=NC1CCCCC1, ClCCl. Product: CCCCCCCCCCCCC(=O)Oc1ccc(C(=O)Oc2ccc(OCc3ccccc3)cc2)cc1. As a reaction SMILES: [CH2:1]([CH2:2][CH2:3][CH2:4][CH2:5][CH2:6][CH2:7][CH2:8][CH2:9][CH2:10][CH2:11][CH3:12])[C:13](=[O:14])[O:15][c:16]1[cH:17][cH:18][c:19]([C:20](=[O:21])[OH:22])[cH:23][cH:24]1.[CH2:25]([c:26]1[cH:27][cH:28][cH:29][cH:30][cH:31]1)[O:32][c:33]1[cH:34][cH:35][c:36]([OH:39])[cH:37][cH:38]1.[CH:40]1([N:41]=[C:42]=[N:43][CH:44]2[CH2:45][CH2:46][CH2:47][CH2:48][CH2:49]2)[CH2:50][CH2:51][CH2:52][CH2:53][CH2:54]1.[Cl:55][CH2:56][Cl:57]>>[CH2:1]([CH2:2][CH2:3][CH2:4][CH2:5][CH2:6][CH2:7][CH2:8][CH2:9][CH2:10][CH2:11][CH3:12])[C:13](=[O:14])[O:15][c:16]1[cH:17][cH:18][c:19]([C:20](=[O:21])[O:22][c:36]2[cH:35][cH:34][c:33]([O:32][CH2:25][c:26]3[cH:27][cH:28][cH:29][cH:30][cH:31]3)[cH:38][cH:37]2)[cH:23][cH:24]1. Reactants: C(=O)[O-].[NH4+] (ammonium formate), ClC1=CC(=C(N=N1)N)C1=C(C=C(C=C1)OC)C (6-chloro-4-(4-methoxy-2-methylphenyl)-3-pyridazineamine). Reagents/catalysts: [Pd] (Pd—C). Solvent: CO (methanol). Yields the product COC1=CC(=C(C=C1)C1=C(N=NC=C1)N)C (4-(4-Methoxy-2-methylphenyl)-3-pyridazineamine). Isolated yield 90.6%. As a reaction SMILES: C([O-])=O.[NH4+].Cl[C:6]1[N:11]=[N:10][C:9]([NH2:12])=[C:8]([C:13]2[CH:18]=[CH:17][C:16]([O:19][CH3:20])=[CH:15][C:14]=2[CH3:21])[CH:7]=1>CO.[Pd]>[CH3:20][O:19][C:16]1[CH:17]=[CH:18][C:13]([C:8]2[CH:7]=[CH:6][N:11]=[N:10][C:9]=2[NH2:12])=[C:14]([CH3:21])[CH:15]=1 |f:0.1|. Reported procedure: 10% Pd—C (hydrous product; 7.89 g) and ammonium formate (11.96 g) were added to a solution of 6-chloro-4-(4-methoxy-2-methylphenyl)-3-pyridazineamine (7.89 g) in methanol (100 mL), and the mixture was heated under reflux for 1.5 hours. The reaction mixture was filtered through Celite, and the solvent was evaporated. The resulting residue was purified by silica gel column chromatography (ethyl acetate:ethanol=10:1) to give the title compound (6.16 g) as white crystals. The reactants are COC=1C=CC=2C3=C(NC2C1)C(=CNCC3)C(=O)OCC (ethyl 8-methoxy-1,2,3,6-tetrahydroazepino[4,5-b]indole-5-carboxylate), C(C1=CC=CC=C1)(=O)Cl (benzoyl chloride). The product is C(C1=CC=CC=C1)(=O)N1C=C(C=2NC=3C=C(C=CC3C2CC1)OC)C(=O)OCC (Ethyl 3-Benzoyl-8-Methoxy-1,2,3,6-Tetrahydroazepino[4,5-b]Indole-5-Carboxylate). RXN SMILES: [CH3:1][O:2][C:3]1[CH:4]=[CH:5][C:6]2[C:7]3[CH2:16][CH2:15][NH:14][CH:13]=[C:12]([C:17]([O:19][CH2:20][CH3:21])=[O:18])[C:8]=3[NH:9][C:10]=2[CH:11]=1.[C:22](Cl)(=[O:29])[C:23]1[CH:28]=[CH:27][CH:26]=[CH:25][CH:24]=1>>[C:22]([N:14]1[CH2:15][CH2:16][C:7]2[C:6]3[CH:5]=[CH:4][C:3]([O:2][CH3:1])=[CH:11][C:10]=3[NH:9][C:8]=2[C:12]([C:17]([O:19][CH2:20][CH3:21])=[O:18])=[CH:13]1)(=[O:29])[C:23]1[CH:28]=[CH:27][CH:26]=[CH:25][CH:24]=1. Procedure: The title compound was prepared in a manner similar to that described in Example 2A by using ethyl 8-methoxy-1,2,3,6-tetrahydroazepino[4,5-b]indole-5-carboxylate and benzoyl chloride; 1H-NMR (CDCl3): δ 10.41 (1H, br s), 7.98 (1H, s), 7.56 (2H, m), 7.52 (1H, m), 7.46 (2H, m), 7.39 (1H, d), 6.86 (1H, d), 6.79 (1H, dd), 4.22 (2H, q), 4.19 (2H, t), 3.86 (3H, s), 3.23 (2H, t), 1.20 (3H, t); MS (ES): 391 (MH+). Reactants: O=S(=O)(OCC(F)(F)F)C(Cl)(Cl)Cl, [NH2-], [Na], C1=Cc2ccccc2N(CC2CNCCO2)c2ccccc21, C1CCOC1, O. Yields the product FC(F)(F)CN1CCOC(CN2c3ccccc3C=Cc3ccccc32)C1. Reaction SMILES: [Cl:25][C:26]([S:27]([O:28][CH2:33][C:34]([F:35])([F:36])[F:37])(=[O:29])=[O:30])([Cl:31])[Cl:32].[NH2-:24].[Na:23].[O:1]1[CH:2]([CH2:7][N:8]2[c:9]3[c:10]([cH:19][cH:20][cH:21][cH:22]3)[CH:11]=[CH:12][c:13]3[c:14]2[cH:15][cH:16][cH:17][cH:18]3)[CH2:3][NH:4][CH2:5][CH2:6]1.[O:39]1[CH2:40][CH2:41][CH2:42][CH2:43]1.[OH2:38]>>[O:1]1[CH:2]([CH2:7][N:8]2[c:9]3[c:10]([cH:19][cH:20][cH:21][cH:22]3)[CH:11]=[CH:12][c:13]3[c:14]2[cH:15][cH:16][cH:17][cH:18]3)[CH2:3][N:4]([CH2:33][C:34]([F:35])([F:36])[F:37])[CH2:5][CH2:6]1. Starting materials: NC1=CC=NC=C1 (4-aminopyridine), ClCCN=C=O (2-chloroethylisocyanate), O (water). Run in CN(C=O)C (dimethylformamide). Conditions: time 2 hour. The product is N1=CC=C(C=C1)NC(=O)NCCCl (1-(4-pyridyl)-3-(2-chloroethyl)-urea). Reaction SMILES: [NH2:1][C:2]1[CH:7]=[CH:6][N:5]=[CH:4][CH:3]=1.[Cl:8][CH2:9][CH2:10][N:11]=[C:12]=[O:13].O>CN(C)C=O>[N:5]1[CH:6]=[CH:7][C:2]([NH:1][C:12]([NH:11][CH2:10][CH2:9][Cl:8])=[O:13])=[CH:3][CH:4]=1. Procedure details: To the solution of 1.6 g of 4-aminopyridine in 7 ml of dimethylformamide 2 g of 2-chloroethylisocyanate are added while stirring and keeping the temperature below 40°. After 2 hours 28 ml of water are added and stirring is continued for 2 hours at room temperature. The precipitate formed is filtered off, washed with water, dried and recrystallized from aqueous ethanol, to yield the 1-(4-pyridyl)-3-(2-chloroethyl)-urea melting at 120°-122°.